From a dataset of the Open Reaction Database (ORD), a public repository of structured organic reaction records. describe an organic reaction: reactants, conditions, products, and yield The reactants are FC1=C(C(=O)O)C(=CC(=C1)F)F (2,4,6-trifluorobenzoic acid), C(C(=O)Cl)(=O)Cl (oxalyl chloride), NC=1C=CC(=C(C1)[C@]1(N=C(O[C@@H]2C[C@H]12)N)C(F)F)F ((1R,5S,6R)-5-(5-amino-2-fluorophenyl)-5-(difluoromethyl)-2-oxa-4-azabicyclo[4.1.0]hept-3-en-3-amine), C(C)(C)N(CC)C(C)C (diisopropylethylamine). Solvent: ClCCl (dichloromethane), CN(C)C=O (DMF), ClCCl (dichloromethane). Run at time 3 hour. Product: NC=1O[C@@H]2C[C@@H]2[C@@](N1)(C(F)F)C=1C=C(C=CC1F)NC(C1=C(C=C(C=C1F)F)F)=O (N-(3-((1R,5S,6R)-3-amino-5-(difluoromethyl)-2-oxa-4-azabicyclo[4.1.0]hept-3-en-5-yl)-4-fluorophenyl)-2,4,6-trifluorobenzamide). The yield is 69.4%. RXN SMILES: [F:1][C:2]1[CH:10]=[C:9]([F:11])[CH:8]=[C:7]([F:12])[C:3]=1[C:4]([OH:6])=O.C(Cl)(=O)C(Cl)=O.[NH2:19][C:20]1[CH:21]=[CH:22][C:23]([F:37])=[C:24]([C@:26]2([CH:34]([F:36])[F:35])[C@@H:32]3[C@@H:30]([CH2:31]3)[O:29][C:28]([NH2:33])=[N:27]2)[CH:25]=1.C(N(C(C)C)CC)(C)C>ClCCl.CN(C=O)C>[NH2:33][C:28]1[O:29][C@H:30]2[C@@H:32]([C@:26]([C:24]3[CH:25]=[C:20]([NH:19][C:4](=[O:6])[C:3]4[C:7]([F:12])=[CH:8][C:9]([F:11])=[CH:10][C:2]=4[F:1])[CH:21]=[CH:22][C:23]=3[F:37])([CH:34]([F:35])[F:36])[N:27]=1)[CH2:31]2. Reported procedure: To a solution of 2,4,6-trifluorobenzoic acid (120 mg, 0.681 mmol, Aldrich) in dichloromethane (2 mL) was added oxalyl chloride (0.242 mL, 2.73 mmol, Aldrich), followed by catalytic amounts of DMF (20 μL). The reaction mixture was stirred at room temperature for 3 h. The reaction mixture was concentrated under reduced pressure and the residue was dissolved in DCM (2 mL). This solution was added dropwise to a separate solution of (1R,5S,6R)-5-(5-amino-2-fluorophenyl)-5-(difluoromethyl)-2-oxa-4-aza... Starting materials: COc1ccccc1CCl, CC#N, CCN(C(C)C)C(C)C, ClC(Cl)Cl, CCCCCN(CCCCC)C(=O)N1CCN(C(=O)N(c2ccccc2)c2cccc(Cl)c2)C(C(=O)NCCNCC(N)=O)C1, NC(=O)[O-]. Yields the product CCCCCN(CCCCC)C(=O)N1CCN(C(=O)N(c2ccccc2)c2cccc(Cl)c2)C(C(=O)NCCN(CC(N)=O)Cc2ccccc2OC)C1. Reaction SMILES: [CH3:50][O:51][c:52]1[c:53]([CH2:54][Cl:55])[cH:56][cH:57][cH:58][cH:59]1.[CH3:69][C:70]#[N:71].[CH:60]([N:61]([CH2:62][CH3:63])[CH:64]([CH3:65])[CH3:66])([CH3:67])[CH3:68].[CH:72]([Cl:73])([Cl:74])[Cl:75].[Cl:1][c:2]1[cH:3][c:4]([N:8]([C:9](=[O:10])[N:11]2[CH:12]([C:30](=[O:31])[NH:32][CH2:33][CH2:34][NH:35][CH2:36][C:37]([NH2:38])=[O:39])[CH2:13][N:14]([C:17]([N:18]([CH2:19][CH2:20][CH2:21][CH2:22][CH3:23])[CH2:24][CH2:25][CH2:26][CH2:27][CH3:28])=[O:29])[CH2:15][CH2:16]2)[c:40]2[cH:41][cH:42][cH:43][cH:44][cH:45]2)[cH:5][cH:6][cH:7]1.[NH2:46][C:47](=[O:48])[O-:49]>>[Cl:1][c:2]1[cH:3][c:4]([N:8]([C:9](=[O:10])[N:11]2[CH:12]([C:30](=[O:31])[NH:32][CH2:33][CH2:34][N:35]([CH2:36][C:37]([NH2:38])=[O:39])[CH2:54][c:53]3[c:52]([O:51][CH3:50])[cH:59][cH:58][cH:57][cH:56]3)[CH2:13][N:14]([C:17]([N:18]([CH2:19][CH2:20][CH2:21][CH2:22][CH3:23])[CH2:24][CH2:25][CH2:26][CH2:27][CH3:28])=[O:29])[CH2:15][CH2:16]2)[c:40]2[cH:41][cH:42][cH:43][cH:44][cH:45]2)[cH:5][cH:6][cH:7]1. Starting materials: C(=O)(Cl)Cl (Phosgene), N1=CC=CC=C1 (pyridine), ClC1=CC=C(C=C1)S(=O)(=O)C12C(COC3=C(C=CC(=C13)F)F)CC(CC2)O (10a-(4-chloro-benzenesulfonyl)-1,4-difluoro-6a,7,8,9,10,10a-hexahydro-6H-benzo[c]chromen-8-ol). Run in C(Cl)Cl (DCM), C(Cl)Cl (DCM). Reaction conditions: time 10 minute. Product: ClC(=O)OC1CCC2(C(COC3=C(C=CC(=C23)F)F)C1)S(=O)(=O)C1=CC=C(C=C1)Cl (10a-(4-chloro-benzenesulfonyl)-1,4-difluoro-6a,7,8,9,10,10a-hexahydro-6H-benzo[c]chromen-8-yl chloroformate). RXN SMILES: [Cl:1][C:2]1[CH:7]=[CH:6][C:5]([S:8]([C:11]23[CH2:26][CH2:25][CH:24]([OH:27])[CH2:23][CH:12]2[CH2:13][O:14][C:15]2[C:20]3=[C:19]([F:21])[CH:18]=[CH:17][C:16]=2[F:22])(=[O:10])=[O:9])=[CH:4][CH:3]=1.[C:28](Cl)([Cl:30])=[O:29].N1C=CC=CC=1>C(Cl)Cl>[Cl:30][C:28]([O:27][CH:24]1[CH2:23][CH:12]2[CH2:13][O:14][C:15]3[C:20]([C:11]2([S:8]([C:5]2[CH:4]=[CH:3][C:2]([Cl:1])=[CH:7][CH:6]=2)(=[O:10])=[O:9])[CH2:26][CH2:25]1)=[C:19]([F:21])[CH:18]=[CH:17][C:16]=3[F:22])=[O:29]. Procedure details: 10a-(4-chloro-benzenesulfonyl)-1,4-difluoro-6a,7,8,9,10,10a-hexahydro-6H-benzo[c]chromen-8-ol (0.46 g, 1.11 mmole) was dissolved in 30 ml DCM. Phosgene (20% in toluene, 4 ml) and pyridine (1 ml) were added and the reaction was stirred at room temperature for 10 minutes. 20 ml DCM was added and the reaction was quenched by slowly adding 10 ml water. The organic layer washed with 50 ml 1N HCl solution, dried over sodium sulfate. After the solvent was removed, the residue was purified by column usi... Reactants: C(F)(F)(C(F)(F)C(F)(F)C(F)(F)F)OCCl (C4F9OCH2Cl), [I-].[Na+] (sodium iodide), O (Water). Solvent: CC(=O)C (acetone). Yields the product C(F)(F)(C(F)(F)C(F)(F)C(F)(F)F)OCI (C4F9OCH2I). As a reaction SMILES: [C:1]([O:14][CH2:15]Cl)([C:4]([C:7]([C:10]([F:13])([F:12])[F:11])([F:9])[F:8])([F:6])[F:5])([F:3])[F:2].[I-:17].[Na+].O>CC(C)=O>[C:1]([O:14][CH2:15][I:17])([C:4]([C:7]([C:10]([F:13])([F:12])[F:11])([F:9])[F:8])([F:6])[F:5])([F:3])[F:2] |f:1.2|. Procedure details: C4F9OCH2Cl (50 g, 0.175 mole, isomer ratio n/i=95:5) was combined with sodium iodide (52.5 g, 0.38 mole) in acetone (200 g) and heated to reflux overnight. Water was added and the acetone distilled from the reaction vessel using a Dean-Stark apparatus. The product was washed with water to remove residual acetone. Glc of the residue (52.6 g) revealed it to be 82.6 wt. % of the desired product C4F9OCH2I, which was further purified by distillation. The distillation fraction boiling at 110-115° C. w... Reactants: HClO4, [H-].[Na+] (NaH), CN(C1C(CCCC1)N(CC1=CC=CC=C1)C)C (N,N,N'-trimethyl-N'-benzyl-1,2-cyclohexanediamine), CS(=O)(=O)Cl (methanesulfonyl chloride), CNCC1=CC=CC=C1 (N-Methylbenzylamine), 51. Reagents/catalysts: [Pd] (Pd-C). Solvent: C1CCOC1 (THF), CCO (EtOH), C1CCOC1 (THF). Run at time 18 hour. The product is CN([C@H]1[C@@H](CCCC1)NC)C (trans-N,N,N'-Trimethyl-1,2-cyclohexanediamine). RXN SMILES: [H-].[Na+].CS(Cl)(=O)=O.CNCC1C=CC=CC=1.[CH3:17][N:18]([CH3:34])[CH:19]1[CH2:24][CH2:23][CH2:22][CH2:21][CH:20]1[N:25](C)[CH2:26]C1C=CC=CC=1>[Pd].CCO.C1COCC1>[CH3:17][N:18]([CH3:34])[C@@H:19]1[CH2:24][CH2:23][CH2:22][CH2:21][C@H:20]1[NH:25][CH3:26] |f:0.1|. Reported procedure: A solution of trans-2-diemthylaminocyclohexanol (61.1 g.; 0.427 mole) in 85 ml. of THF was added during 5 minutes to a suspension of NaH (17.97 g.; 0.427 mole of 57% dispersion in mineral oil) in 250 ml. of THF. and the mixture was heated at 95° for 2 hours. It was cooled to 10°, and treated dropwise with methanesulfonyl chloride (48.91 g.; 0.427 mole) during 40 minutes keeping the temperature at 15°. N-Methylbenzylamine (103.48 g.; 0.854 mole distilled) was then added, THF was evaporated and he... As a reaction SMILES: [C:1]([O:5][C:6](=[O:30])[NH:7][C@@H:8](CS(C1C=CC=CC=1)(=O)=O)[CH2:9][C:10]1[CH:19]=[CH:18][C:17]2[C:12](=[CH:13][CH:14]=[CH:15][CH:16]=2)[CH:11]=1)([CH3:4])([CH3:3])[CH3:2].[Si:31]([O:38][CH2:39][CH:40]([CH2:43][C:44]1[CH:53]=[CH:52][C:51]2[C:46](=[CH:47][CH:48]=[CH:49][CH:50]=2)[CH:45]=1)C=O)([C:34]([CH3:37])([CH3:36])[CH3:35])([CH3:33])[CH3:32].[CH2:54](OCC)[CH3:55].CCCCCCC>>[C:1]([O:5][C:6](=[O:30])[NH:7][C@H:8]([CH2:9][C:10]1[CH:19]=[CH:18][C:17]2[C:12](=[CH:13][CH:14]=[CH:15][CH:16]=2)[CH:11]=1)[CH:54]=[CH:55][CH:40]([CH2:39][O:38][Si:31]([C:34]([CH3:36])([CH3:35])[CH3:37])([CH3:33])[CH3:32])[CH2:43][C:44]1[CH:45]=[CH:46][C:47]2[C:52](=[CH:51][CH:50]=[CH:49][CH:48]=2)[CH:53]=1)([CH3:3])([CH3:4])[CH3:2] |f:2.3|. Product: C(C)(C)(C)OC(N[C@@H](C=CC(CC1=CC2=CC=CC=C2C=C1)CO[Si](C)(C)C(C)(C)C)CC1=CC2=CC=CC=C2C=C1)=O (((1R)-4-(tert-butyldimethylsilanyloxymethyl)-1-((2-naphthyl)methyl)-5-(2-naphthyl)pent-2-enyl)carbamic acid tert-butyl ester). The reactants are C(C)(C)(C)OC(N[C@H](CC1=CC2=CC=CC=C2C=C1)CS(=O)(=O)C1=CC=CC=C1)=O (((1R)-1-benzenesulfonylmethyl-2-(2-naphthyl)ethyl)carbamic acid tert-butylester), [Si](C)(C)(C(C)(C)C)OCC(C=O)CC1=CC2=CC=CC=C2C=C1 (2-(tert-butyldimethylsilanyloxymethyl)-3-(2-naphthyl)propionaldehyde), C(C)OCC.CCCCCCC (diethylether heptane). Procedure details: This compound was prepared as in example 9. ((1R)-1-benzenesulfonylmethyl-2-(2-naphthyl)ethyl)carbamic acid tert-butylester (3.71 g; 8.74 mmol) and 2-(tert-butyldimethylsilanyloxymethyl)-3-(2-naphthyl)propionaldehyde (4.3 g; 13.11 mmol) were used as starting materials. Chromatography was carried out using diethylether/heptane 1:3 as eluent on silica (5×25 cm) to afford 2.20 g of ((1R)-4-(tert-butyldimethylsilanyloxymethyl)-1-((2-naphthyl)methyl)-5-(2-naphthyl)pent-2-enyl)carbamic acid tert-butyl...